From a dataset of the Open Reaction Database (ORD), a public repository of structured organic reaction records. describe an organic reaction: reactants, conditions, products, and yield Product: BrC=1C=C(C=CC1CN1C([C@@H](CCC2=C1C=CC=C2)NC(CC(C)(C)NC(OC(C)(C)C)=O)=O)=O)C2=C(C=CC=C2)C#N (3-[[1-[[3-Bromo-2'-cyano-[1,1'-biphenyl]-4-yl]methyl]-2,3,4,5-tetrahydro-2-oxo-1H-benza zepin-3(R)yl]amino]-1,1-dimethyl-3-oxo-propylcarbamic acid, 1,1-dimethylethyl ester). Reaction SMILES: [C:1]([O:5][C:6]([NH:8][C:9]([CH3:27])([CH3:26])[CH2:10][C:11]([NH:13][C@@H:14]1[CH2:20][CH2:19][C:18]2[CH:21]=[CH:22][CH:23]=[CH:24][C:17]=2[NH:16][C:15]1=[O:25])=[O:12])=[O:7])([CH3:4])([CH3:3])[CH3:2].[Br:28][C:29]1[CH:30]=[C:31]([C:37]2[C:38]([C:43]#[N:44])=[CH:39][CH:40]=[CH:41][CH:42]=2)[CH:32]=[CH:33][C:34]=1[CH2:35]Br>>[Br:28][C:29]1[CH:30]=[C:31]([C:37]2[CH:42]=[CH:41][CH:40]=[CH:39][C:38]=2[C:43]#[N:44])[CH:32]=[CH:33][C:34]=1[CH2:35][N:16]1[C:17]2[CH:24]=[CH:23][CH:22]=[CH:21][C:18]=2[CH2:19][CH2:20][C@@H:14]([NH:13][C:11](=[O:12])[CH2:10][C:9]([NH:8][C:6](=[O:7])[O:5][C:1]([CH3:4])([CH3:2])[CH3:3])([CH3:27])[CH3:26])[C:15]1=[O:25]. Procedure: Prepared from 3-t-butoxycarbonylamino-3-methyl-N-[2,3,4,5-tetrahydro-2-oxo-1H-1-benzazepin-3(R) -yl]-butanamide (Example 57, Step A) and 3'-bromo-4'-bromomethyl-1,1'-biphenyl-2-nitrile by the procedure described in Example 69, Step D. 1H NMR (200 MHz, CDCl3): 1.33 (s,3H), 1.34 (s,3H), 1.40 (s,9H), 1.91 (m,1H), 2.43 (d,14Hz,1H), 2.55 (d,14Hz,1H), 2.55-2.90 (m,3H), 4.62 (m,1H), 4.95 (d,16Hz,1H), 5.28 (s,1H), 5.34 (d,16Hz,1H), 6.63 (d,7Hz,1H), 7.10-7.25 (m,4H), 7.45 (m,4H), 7.64 (m,1H), 7.75 (m,2H)... The reactants are 651, C(C)(C)(C)OC(=O)NC(CC(=O)N[C@H]1C(NC2=C(CC1)C=CC=C2)=O)(C)C (3-t-butoxycarbonylamino-3-methyl-N-[2,3,4,5-tetrahydro-2-oxo-1H-1-benzazepin-3(R) -yl]-butanamide), BrC=1C=C(C=CC1CBr)C=1C(=CC=CC1)C#N (3'-bromo-4'-bromomethyl-1,1'-biphenyl-2-nitrile), 653, C34H37BrN4O4. Starting materials: CCCC[N+](CCCC)(CCCC)CCCC, C1CCOC1, CC(C)C(O)(c1ccc2cc(OC3CC3)ccc2n1)c1cnnn1COCC[Si](C)(C)C, [F-]. The product is CC(C)C(O)(c1c[nH]nn1)c1ccc2cc(OC3CC3)ccc2n1. As a reaction SMILES: [CH2:34]([N+:35]([CH2:36][CH2:37][CH2:38][CH3:39])([CH2:40][CH2:41][CH2:42][CH3:43])[CH2:44][CH2:45][CH2:46][CH3:47])[CH2:48][CH2:49][CH3:50].[CH2:51]1[O:52][CH2:53][CH2:54][CH2:55]1.[CH:1]1([O:4][c:5]2[cH:6][c:7]3[cH:8][cH:9][c:10]([C:15]([CH:16]([CH3:17])[CH3:18])([OH:19])[c:20]4[cH:21][n:22][n:23][n:24]4[CH2:25][O:26][CH2:27][CH2:28][Si:29]([CH3:30])([CH3:31])[CH3:32])[n:11][c:12]3[cH:13][cH:14]2)[CH2:2][CH2:3]1.[F-:33]>>[CH:1]1([O:4][c:5]2[cH:6][c:7]3[cH:8][cH:9][c:10]([C:15]([CH:16]([CH3:17])[CH3:18])([OH:19])[c:20]4[cH:21][nH:22][n:23][n:24]4)[n:11][c:12]3[cH:13][cH:14]2)[CH2:2][CH2:3]1. Starting materials: Cc1oc(-c2ccccc2)nc1COc1ccc(Cn2cc(CO)c(-c3cccs3)n2)cc1, C1CCOC1. Yields the product Cc1oc(-c2ccccc2)nc1COc1ccc(Cn2cc(C=O)c(-c3cccs3)n2)cc1. As a reaction SMILES: [CH3:1][c:2]1[c:3]([CH2:13][O:14][c:15]2[cH:16][cH:17][c:18]([CH2:19][n:20]3[n:21][c:22](-[c:27]4[s:28][cH:29][cH:30][cH:31]4)[c:23]([CH2:25][OH:26])[cH:24]3)[cH:32][cH:33]2)[n:4][c:5](-[c:7]2[cH:8][cH:9][cH:10][cH:11][cH:12]2)[o:6]1.[O:34]1[CH2:35][CH2:36][CH2:37][CH2:38]1>>[CH3:1][c:2]1[c:3]([CH2:13][O:14][c:15]2[cH:16][cH:17][c:18]([CH2:19][n:20]3[n:21][c:22](-[c:27]4[s:28][cH:29][cH:30][cH:31]4)[c:23]([CH:25]=[O:26])[cH:24]3)[cH:32][cH:33]2)[n:4][c:5](-[c:7]2[cH:8][cH:9][cH:10][cH:11][cH:12]2)[o:6]1. The reactants are COC(=O)c1cccc(S)c1, Cc1ccccc1, Cc1cc(OCc2c(C(C)C)nnn2-c2c(Cl)cccc2Cl)ccc1C(C)O. The product is COC(=O)c1cccc(SC(C)c2ccc(OCc3c(C(C)C)nnn3-c3c(Cl)cccc3Cl)cc2C)c1. Reaction SMILES: [CH3:29][O:30][C:31]([c:32]1[cH:33][c:34]([SH:38])[cH:35][cH:36][cH:37]1)=[O:39].[CH3:40][c:41]1[cH:42][cH:43][cH:44][cH:45][cH:46]1.[Cl:1][c:2]1[c:3](-[n:9]2[n:10][n:11][c:12]([CH:26]([CH3:27])[CH3:28])[c:13]2[CH2:14][O:15][c:16]2[cH:17][c:18]([CH3:25])[c:19]([CH:22]([CH3:23])[OH:24])[cH:20][cH:21]2)[c:4]([Cl:8])[cH:5][cH:6][cH:7]1>>[Cl:1][c:2]1[c:3](-[n:9]2[n:10][n:11][c:12]([CH:26]([CH3:27])[CH3:28])[c:13]2[CH2:14][O:15][c:16]2[cH:17][c:18]([CH3:25])[c:19]([CH:22]([CH3:23])[S:38][c:34]3[cH:33][c:32]([C:31]([O:30][CH3:29])=[O:39])[cH:37][cH:36][cH:35]3)[cH:20][cH:21]2)[c:4]([Cl:8])[cH:5][cH:6][cH:7]1. The reactants are ClC1=C(C=C(CN2CCC(CC2)N)C=C1)OCC (1-(4-chloro-3-ethoxy-benzyl)piperidin-4-ylamine), CC1=CC=C(C(=O)Cl)C=C1 (4-methylbenzoyl chloride). Yields the product ClC1=C(C=C(CN2CCC(CC2)NC(C2=CC=C(C=C2)C)=O)C=C1)OCC (N-[1-(4-Chloro-3-ethoxy-benzyl)piperidin-4-yl]-4-methyl-benzamide). Isolated yield 56.0%. Reaction SMILES: [Cl:1][C:2]1[CH:15]=[CH:14][C:5]([CH2:6][N:7]2[CH2:12][CH2:11][CH:10]([NH2:13])[CH2:9][CH2:8]2)=[CH:4][C:3]=1[O:16][CH2:17][CH3:18].[CH3:19][C:20]1[CH:28]=[CH:27][C:23]([C:24](Cl)=[O:25])=[CH:22][CH:21]=1>>[Cl:1][C:2]1[CH:15]=[CH:14][C:5]([CH2:6][N:7]2[CH2:12][CH2:11][CH:10]([NH:13][C:24](=[O:25])[C:23]3[CH:27]=[CH:28][C:20]([CH3:19])=[CH:21][CH:22]=3)[CH2:9][CH2:8]2)=[CH:4][C:3]=1[O:16][CH2:17][CH3:18]. Reported procedure: The title compound (22 mg, 56%) was prepared analogously to example 7 by coupling of 1-(4-chloro-3-ethoxy-benzyl)piperidin-4-ylamine with 4-methylbenzoyl chloride. MS: 387.4 (MH+). Procedure: A 1.0 g (1.49 mmol) sample of 2-[(6-methoxy-6-oxohexyl)oxy]-6-[6-[[4-oxo-8-(3-phenylpropyl)-4H-1-benzopyran-7-yl]oxy]hexyl]benzenepropanoic acid methyl ester from the preceding example was catalytically hydrogenated over 10% palladium on carbon, in 30 mL of 1:1 methanol-ethyl acetate, at room temperature and 1 atmosphere, using thin-layer chromatography to monitor the reduction of the starting chromone. The catalyst was filtered and the filtrate was concentrated in vacuo giving an oily product w... The product is COC(CCC1=C(C=CC=C1OCCCCCC(=O)OC)CCCCCCOC1=C(C2=C(C(CCO2)=O)C=C1)CCCC1=CC=CC=C1)=O (2-[6-[[3,4-Dihydro-4-oxo-8-(3-phenylpropyl)-2H-1-benzopyran-7-yl]oxy]hexyl]-6-[(6-methoxy-6-oxohexyl)oxy]benzenepropanoic Acid Methyl Ester). Starting materials: COC(CCC1=C(C=CC=C1CCCCCCOC1=C(C2=C(C(C=CO2)=O)C=C1)CCCC1=CC=CC=C1)OCCCCCC(=O)OC)=O (2-[(6-methoxy-6-oxohexyl)oxy]-6-[6-[[4-oxo-8-(3-phenylpropyl)-4H-1-benzopyran-7-yl]oxy]hexyl]benzenepropanoic acid methyl ester), O1C=CC(C2=CC=CC=C12)=O (chromone). Solvent: CO.C(C)(=O)OCC (methanol ethyl acetate). Isolated yield 38.0%. Reaction SMILES: [CH3:1][O:2][C:3](=[O:49])[CH2:4][CH2:5][C:6]1[C:11]([CH2:12][CH2:13][CH2:14][CH2:15][CH2:16][CH2:17][O:18][C:19]2[CH:29]=[CH:28][C:22]3[C:23](=[O:27])[CH:24]=[CH:25][O:26][C:21]=3[C:20]=2[CH2:30][CH2:31][CH2:32][C:33]2[CH:38]=[CH:37][CH:36]=[CH:35][CH:34]=2)=[CH:10][CH:9]=[CH:8][C:7]=1[O:39][CH2:40][CH2:41][CH2:42][CH2:43][CH2:44][C:45]([O:47][CH3:48])=[O:46].O1C2C(=CC=CC=2)C(=O)C=C1>[Pd].CO.C(OCC)(=O)C>[CH3:1][O:2][C:3](=[O:49])[CH2:4][CH2:5][C:6]1[C:7]([O:39][CH2:40][CH2:41][CH2:42][CH2:43][CH2:44][C:45]([O:47][CH3:48])=[O:46])=[CH:8][CH:9]=[CH:10][C:11]=1[CH2:12][CH2:13][CH2:14][CH2:15][CH2:16][CH2:17][O:18][C:19]1[CH:29]=[CH:28][C:22]2[C:23](=[O:27])[CH2:24][CH2:25][O:26][C:21]=2[C:20]=1[CH2:30][CH2:31][CH2:32][C:33]1[CH:34]=[CH:35][CH:36]=[CH:37][CH:38]=1 |f:3.4|. The reagents and catalysts are [Pd] (palladium on carbon). The reactants are N1(CCCC1)C(C)C=1C=C(OCCCN)C=CC1 (3-[3-[1-(1-Pyrrolidinyl)ethyl]phenoxy]propylamine), BrC(C(=O)O)C (bromopropionic acid). Product: N1(CCCC1)C(C)C=1C=C(OCCCNC(C(C)Br)=O)C=CC1 (N-[3-[3-[1-(1-pyrrolidinyl)ethyl]phenoxy]propyl]bromopropionamide). RXN SMILES: [N:1]1([CH:6]([C:8]2[CH:9]=[C:10]([CH:16]=[CH:17][CH:18]=2)[O:11][CH2:12][CH2:13][CH2:14][NH2:15])[CH3:7])[CH2:5][CH2:4][CH2:3][CH2:2]1.[Br:19][CH:20]([CH3:24])[C:21](O)=[O:22]>>[N:1]1([CH:6]([C:8]2[CH:9]=[C:10]([CH:16]=[CH:17][CH:18]=2)[O:11][CH2:12][CH2:13][CH2:14][NH:15][C:21](=[O:22])[CH:20]([Br:19])[CH3:24])[CH3:7])[CH2:2][CH2:3][CH2:4][CH2:5]1. Procedure details: 3-[3-[1-(1-Pyrrolidinyl)ethyl]phenoxy]propylamine and bromopropionic acid were reacted in the same way as in Example 6 to afford N-[3-[3-[1-(1-pyrrolidinyl)ethyl]phenoxy]propyl]bromopropionamide. The reactants are Cl (hydrochloric acid), N1=CC=CC=C1 (pyridine), S(=O)(Cl)Cl (thionyl chloride), NCC(CNC(C1=C(C=C(C=C1)C1=NOC(C1)(C(F)(F)F)C1=CC(=CC(=C1)Cl)Cl)C)=O)O (N-(3-amino-2-hydroxy-propyl)-4-[5-(3,5-dichloro-phenyl)-5-trifluoromethyl-4,5-dihydro-isoxazol-3-yl]-2-methyl-benzamide). Run in ClCCl (dichloromethane), ClCCl (dichloromethane). Conditions: time 4 hour. Yields the product ClC=1C=C(C=C(C1)Cl)C1(CC(=NO1)C1=CC(=C(C(=O)NCC2CNS(O2)=O)C=C1)C)C(F)(F)F (4-[5-(3,5-Dichloro-phenyl)-5-trifluoromethyl-4,5-dihydro-isoxazol-3-yl]-2-methyl-N-(2-oxo-[1,2,3]oxathiazolidin-5-ylmethyl)-benzamide). As a reaction SMILES: [NH2:1][CH2:2][CH:3]([OH:32])[CH2:4][NH:5][C:6](=[O:31])[C:7]1[CH:12]=[CH:11][C:10]([C:13]2[CH2:17][C:16]([C:22]3[CH:27]=[C:26]([Cl:28])[CH:25]=[C:24]([Cl:29])[CH:23]=3)([C:18]([F:21])([F:20])[F:19])[O:15][N:14]=2)=[CH:9][C:8]=1[CH3:30].N1C=CC=CC=1.[S:39](Cl)(Cl)=[O:40].Cl>ClCCl>[Cl:28][C:26]1[CH:27]=[C:22]([C:16]2([C:18]([F:20])([F:21])[F:19])[O:15][N:14]=[C:13]([C:10]3[CH:11]=[CH:12][C:7]([C:6]([NH:5][CH2:4][CH:3]4[O:32][S:39](=[O:40])[NH:1][CH2:2]4)=[O:31])=[C:8]([CH3:30])[CH:9]=3)[CH2:17]2)[CH:23]=[C:24]([Cl:29])[CH:25]=1. Reported procedure: A solution of N-(3-amino-2-hydroxy-propyl)-4-[5-(3,5-dichloro-phenyl)-5-trifluoromethyl-4,5-dihydro-isoxazol-3-yl]-2-methyl-benzamide (0.2 g) in dichloromethane (10 ml) was cooled to 0° C., treated with pyridine (0.32 ml) and thionyl chloride (0.06 ml), and stirred for 4 hours. The mixture was diluted with dichloromethane (50 ml), neutralized with 2N hydrochloric acid, and washed with water (50 ml). The organic layer was separated, dried over sodium sulfate and concentrated. Purification by chro...